This data is from the Open Reaction Database (ORD), a public repository of structured organic reaction records. The task is: describe an organic reaction: reactants, conditions, products, and yield Starting materials: C([O-])([O-])=O.[K+].[K+] (Potassium carbonate), C1COCCOCCOCCOCCOCCO1 (18-crown-6), CI (methyl iodide), C(C1=CC=CC=C1)OC(NC1=NN2C(N(C(=C([C@H]2C2=CC=C(C=C2)C#N)C#N)C)C2=CC(=CC=C2)C(F)(F)F)=N1)=O (benzyl{(7R)-6-cyano-7-(4-cyanophenyl)-5-methyl-4-[3-(trifluoromethyl)phenyl]-4,7-dihydro[1,2,4]triazolo[1,5-a]pyrimidin-2-yl}carbamate), CN(C)C=O (DMF). Conditions: time 12 hour. Yields the product C(C1=CC=CC=C1)OC(NCC1=NN2C(N(C(=C([C@H]2C2=CC=C(C=C2)C#N)C#N)C)C2=CC(=CC=C2)C(F)(F)F)=N1)=O (Benzyl{(7R)-6-cyano-7-(4-cyanophenyl)-5-methyl-4-[3-(trifluoromethyl)phenyl]-4,7-dihydro-[1,2,4]triazolo[1,5-a]pyrimidin-2-yl}methylcarbamate). RXN SMILES: [C:1](=[O:4])([O-])[O-].[K+].[K+].C1O[CH2:23][CH2:22]OCCOCCOCCOCCOC1.CI.C(OC(=O)N[C:37]1[N:66]=[C:40]2[N:41]([C:56]3[CH:61]=[CH:60][CH:59]=[C:58]([C:62]([F:65])([F:64])[F:63])[CH:57]=3)[C:42]([CH3:55])=[C:43]([C:53]#[N:54])[C@@H:44]([C:45]3[CH:50]=[CH:49][C:48]([C:51]#[N:52])=[CH:47][CH:46]=3)[N:39]2[N:38]=1)C1C=CC=CC=1.C[N:69]([CH:71]=[O:72])[CH3:70]>>[CH2:1]([O:4][C:71](=[O:72])[NH:69][CH2:70][C:37]1[N:66]=[C:40]2[N:41]([C:56]3[CH:61]=[CH:60][CH:59]=[C:58]([C:62]([F:65])([F:63])[F:64])[CH:57]=3)[C:42]([CH3:55])=[C:43]([C:53]#[N:54])[C@@H:44]([C:45]3[CH:46]=[CH:47][C:48]([C:51]#[N:52])=[CH:49][CH:50]=3)[N:39]2[N:38]=1)[C:23]1[CH:22]=[CH:44][CH:43]=[CH:42][CH:55]=1 |f:0.1.2|. Procedure details: Potassium carbonate (6.0 mg, 43 μmol, 1.6 eq.), 18-crown-6 (11.4 mg, 43 μmol, 1.5 eq.) and methyl iodide (6.1 mg, 53 μmol, 2.0 eq.) were added to a solution of benzyl{(7R)-6-cyano-7-(4-cyanophenyl)-5-methyl-4-[3-(trifluoromethyl)phenyl]-4,7-dihydro[1,2,4]triazolo[1,5-a]pyrimidin-2-yl}carbamate (15 mg, 27 μmol) in DMF (2 ml). The reaction mixture was stirred at RT for 12 h and then concentrated under reduced pressure and purified by preparative HPLC (Gromsil C18 column, 30×250 mm; mobile phase: a... Procedure: Combine 4-(4-chlorobutoxy)benzophenone (8.1 kg, 13.47 mol) and tetrahydrofuran (60 L). Add a solution of benzylmagnesium chloride (21 L, 1.67M in tetrahydrofuran, 35 mol) over about 2.5 hours. After 2 hours, cautiously add aqueous saturated ammonium chloride solution (9 L) over about 1 hour and a precipitate forms. Filter the reaction mixture, rinse with tetrahydrofuran, and extract the filtrate with aqueous saturated sodium chloride solution. Evaporate the separated organic layer in vacuo to gi... RXN SMILES: ClCCCCO[C:7]1[CH:20]=[CH:19][C:10]([C:11]([C:13]2[CH:18]=[CH:17][CH:16]=[CH:15][CH:14]=2)=[O:12])=[CH:9][CH:8]=1.[CH2:21]([Mg]Cl)[C:22]1[CH:27]=[CH:26][CH:25]=[CH:24][CH:23]=1.[Cl-:30].[NH4+]>O1CCCC1>[Cl:30][CH2:8][CH2:9][CH2:10][CH2:11][O:12][C:13]1([C:11]([C:10]2[CH:9]=[CH:8][CH:7]=[CH:20][CH:19]=2)([OH:12])[CH2:21][C:22]2[CH:27]=[CH:26][CH:25]=[CH:24][CH:23]=2)[CH:14]=[CH:15][CH:16]=[CH:17][CH2:18]1 |f:2.3|. Solvent: O1CCCC1 (tetrahydrofuran). Run at time 2 hour. Yields the product ClCCCCOC1(CC=CC=C1)C(CC1=CC=CC=C1)(O)C1=CC=CC=C1 (1-(4-chlorobutoxy)phenyl-1,2-diphenyl ethanol). Reactants: ClCCCCOC1=CC=C(C(=O)C2=CC=CC=C2)C=C1 (4-(4-chlorobutoxy)benzophenone), C(C1=CC=CC=C1)[Mg]Cl (benzylmagnesium chloride), [Cl-].[NH4+] (ammonium chloride).